This data is from the Open Reaction Database (ORD), a public repository of structured organic reaction records. The task is: describe an organic reaction: reactants, conditions, products, and yield Starting materials: C(C)(=O)O (Acetic acid), [N+](=O)([O-])C(C(O)C1=CC=CC=C1)C (2-nitro-1-phenyl-1-propanol). The solvent is lower alkyl alcohol, C(C)(C)O (isopropyl alcohol). As a reaction SMILES: C(O)(=O)C.[N+:5]([CH:8]([CH3:17])[CH:9]([C:11]1[CH:16]=[CH:15][CH:14]=[CH:13][CH:12]=1)[OH:10])([O-])=O>C(O)(C)C>[NH2:5][CH:8]([CH3:17])[CH:9]([C:11]1[CH:16]=[CH:15][CH:14]=[CH:13][CH:12]=1)[OH:10]. Procedure details: In the practice of this invention, the 2-nitro-1-phenyl-1-propanol is dissolved in a lower alkyl alcohol, preferably isopropyl alcohol. The mixture is placed in a vessel suitable for high pressure reactions and equipped with agitation means, e.g. a rocking bomb or a stirred bomb. Acetic acid is added to the solution to produce the acetate salt of 2-amino-1-phenyl-1-propanol during the reduction reaction. Product: acetate salt, NC(C(O)C1=CC=CC=C1)C (2-amino-1-phenyl-1-propanol). Reactants: N#CCc1ccc(N2C(=O)c3ccccc3C2=O)cc1F, CO, NN, O. Yields the product N#CCc1ccc(N)cc1F. Reaction SMILES: [C:1](#[N:2])[CH2:3][c:4]1[c:5]([F:21])[cH:6][c:7]([N:10]2[C:11](=[O:12])[c:13]3[cH:14][cH:15][cH:16][cH:17][c:18]3[C:19]2=[O:20])[cH:8][cH:9]1.[CH3:22][OH:23].[NH2:25][NH2:26].[OH2:24]>>[C:1](#[N:2])[CH2:3][c:4]1[c:5]([F:21])[cH:6][c:7]([NH2:10])[cH:8][cH:9]1.